Dataset: the Open Reaction Database (ORD), a public repository of structured organic reaction records. Task: describe an organic reaction: reactants, conditions, products, and yield Starting materials: CC(C)(C)OC(=O)N1CCN(C(=O)OC(C)(C)C)C(CCO)C1, CCI, CN(C)C=O, CCOC(C)=O, [H-], [Na+]. Yields the product CCOCCC1CN(C(=O)OC(C)(C)C)CCN1C(=O)OC(C)(C)C. RXN SMILES: [C:3]([CH3:4])([CH3:5])([CH3:6])[O:7][C:8](=[O:9])[N:10]1[CH:11]([CH2:23][CH2:24][OH:25])[CH2:12][N:13]([C:16](=[O:17])[O:18][C:19]([CH3:20])([CH3:21])[CH3:22])[CH2:14][CH2:15]1.[CH2:26]([CH3:27])[I:28].[CH3:29][N:30]([CH3:31])[CH:32]=[O:33].[CH3:34][CH2:35][O:36][C:37](=[O:38])[CH3:39].[H-:1].[Na+:2]>>[C:3]([CH3:4])([CH3:5])([CH3:6])[O:7][C:8](=[O:9])[N:10]1[CH:11]([CH2:23][CH2:24][O:25][CH2:26][CH3:27])[CH2:12][N:13]([C:16](=[O:17])[O:18][C:19]([CH3:20])([CH3:21])[CH3:22])[CH2:14][CH2:15]1. Starting materials: C1CO1, CO, CC1(C)COC(=O)C(C)(C)N1, Cl. The product is CC1(C)COC(=O)C(C)(C)N1CCO. As a reaction SMILES: [CH2:13]1[CH2:14][O:15]1.[CH3:16][OH:17].[CH3:1][C:2]1([CH3:11])[C:3](=[O:10])[O:4][CH2:5][C:6]([CH3:8])([CH3:9])[NH:7]1.[ClH:12]>>[CH3:1][C:2]1([CH3:11])[C:3](=[O:10])[O:4][CH2:5][C:6]([CH3:8])([CH3:9])[N:7]1[CH2:13][CH2:14][OH:15]. Reactants: C(C)C1(OCCC2=C1NC1=C(C=CC=C21)CC)CC=O ((1,8-Diethyl-1,3,4,9-tetrahydropyrano[3,4-b]indol-1-yl)-acetaldehyde), C[Mg]Cl (MeMgCl), C[Mg]Cl (MeMgCl). The solvent is C1CCOC1 (THF), C1CCOC1 (THF), C1CCOC1 (THF), C(=O)(O)[O-].[Na+] (NaHCO3). Conditions: time 2 hour. Product: C(C)C1(OCCC2=C1NC1=C(C=CC=C21)CC)CC(C)O (1-(1,8-Diethyl-1,3,4,9-tetrahydropyrano[3,4-b]indol-1-yl)-propan-2-ol). The yield is 96.0%. Reaction SMILES: [CH2:1]([C:3]1([CH2:18][CH:19]=[O:20])[C:8]2[NH:9][C:10]3[C:15]([C:7]=2[CH2:6][CH2:5][O:4]1)=[CH:14][CH:13]=[CH:12][C:11]=3[CH2:16][CH3:17])[CH3:2].[CH3:21][Mg]Cl>C1COCC1.C([O-])(O)=O.[Na+]>[CH2:1]([C:3]1([CH2:18][CH:19]([OH:20])[CH3:21])[C:8]2[NH:9][C:10]3[C:15]([C:7]=2[CH2:6][CH2:5][O:4]1)=[CH:14][CH:13]=[CH:12][C:11]=3[CH2:16][CH3:17])[CH3:2] |f:3.4|. Procedure: A solution of compound 8 (275 mg, 1.01 mmol) in dry THF (4 mL) was added dropwise over five minutes to a stirred solution of 1M MeMgCl in THF (1.52 mL, 1.52 mmol, 1.5 eq) at 0° C. under argon and allowed to warm slowly to room temperature. After stirring for two hours, another equivalent of 3M MeMgCl in THF (337 μL, 1.01 mmol, 1.0 eq) was added, and the mixture was stirred for an additional hour. The mixture was then diluted with saturated NaHCO3 and extracted three times with EtOAc. The combine... Starting materials: C(CCCCCCCCCCCCCCC)(=O)[C@@]1(C[C@H](O)[C@@H](CO)O1)N1C=NC=2C(=O)NC(N)=NC12 (palmitoyl-2′-deoxyguanosine), C(C1=CC=CC=C1)(=O)Cl (benzoyl chloride), C(CCCCCCCCCCCCCCC)(=O)Cl (palmitoyl chloride), ice water, C([O-])(O)=O.[Na+] (sodium bicarbonate). The product is C(C1=CC=CC=C1)(=O)[C@@]1(C[C@H](O)[C@@H](CO)O1)N1C=NC=2C(=O)NC(N)=NC12 (Benzoyl-2′-Deoxyguanosine). RXN SMILES: [C:1]([C@@:18]1([N:26]2[C:36]3[N:35]=[C:33]([NH2:34])[NH:32][C:30](=[O:31])[C:29]=3[N:28]=[CH:27]2)[O:25][C@H:22]([CH2:23][OH:24])[C@@H:20]([OH:21])[CH2:19]1)(=[O:17])[CH2:2][CH2:3][CH2:4][CH2:5][CH2:6][CH2:7]CCCCCCCCC.C(Cl)(=O)C1C=CC=CC=1.C(Cl)(=O)CCCCCCCCCCCCCCC.C(=O)(O)[O-].[Na+]>>[C:1]([C@@:18]1([N:26]2[C:36]3[N:35]=[C:33]([NH2:34])[NH:32][C:30](=[O:31])[C:29]=3[N:28]=[CH:27]2)[O:25][C@H:22]([CH2:23][OH:24])[C@@H:20]([OH:21])[CH2:19]1)(=[O:17])[C:2]1[CH:3]=[CH:4][CH:5]=[CH:6][CH:7]=1 |f:3.4|. Procedure details: This compound was prepared using the procedure for palmitoyl-2′-deoxyguanosine, substituting the appropriate amount of benzoyl chloride for palmitoyl chloride, and substituting a 1:1 mixture of ice water and saturated aqueous sodium bicarbonate solution in the workup. Reactants: C([O-])(O)=O.[Na+] (sodium bicarbonate), BrC=1C=C(C=CC1)S(=O)(=O)NC1=C(SC=C1)C(=O)OC (Methyl 3-(3-bromophenylsulfonamido)thiophene-2-carboxylate), C1(=CC=CC=C1)B(O)O (phenylboronic acid). Reagents/catalysts: Cl[Pd]([P](C1=CC=CC=C1)(C2=CC=CC=C2)C3=CC=CC=C3)([P](C4=CC=CC=C4)(C5=CC=CC=C5)C6=CC=CC=C6)Cl (Bis(triphenylphosphine)palladium(II) dichloride). The solvent is C1(=CC=CC=C1)C (toluene), C(C)O (ethanol). Run at temperature 80 celsius. Yields the product C1(=CC(=CC=C1)S(=O)(=O)NC1=C(SC=C1)C(=O)OC)C1=CC=CC=C1 (Methyl 3-(biphenyl-3-ylsulfonamido)thiophene-2-carboxylate). Isolated yield 68.4%. As a reaction SMILES: Br[C:2]1[CH:3]=[C:4]([S:8]([NH:11][C:12]2[CH:16]=[CH:15][S:14][C:13]=2[C:17]([O:19][CH3:20])=[O:18])(=[O:10])=[O:9])[CH:5]=[CH:6][CH:7]=1.[C:21]1(B(O)O)[CH:26]=[CH:25][CH:24]=[CH:23][CH:22]=1.C(=O)(O)[O-].[Na+]>C1(C)C=CC=CC=1.C(O)C.Cl[Pd](Cl)([P](C1C=CC=CC=1)(C1C=CC=CC=1)C1C=CC=CC=1)[P](C1C=CC=CC=1)(C1C=CC=CC=1)C1C=CC=CC=1>[C:2]1([C:21]2[CH:26]=[CH:25][CH:24]=[CH:23][CH:22]=2)[CH:7]=[CH:6][CH:5]=[C:4]([S:8]([NH:11][C:12]2[CH:16]=[CH:15][S:14][C:13]=2[C:17]([O:19][CH3:20])=[O:18])(=[O:10])=[O:9])[CH:3]=1 |f:2.3,^1:47,66|. Procedure: To a solution of 81 (318 mg; 0.85 mmol) in toluene (8.5 mL) was added a solution of phenylboronic acid (152 mg; 1.12 mmol) in ethanol (5.6 mL). Bis(triphenylphosphine)palladium(II) dichloride (32 mg; 0.05 mmol) was then added, followed by the addition of aqueous saturated sodium bicarbonate (3.3 mL). The reaction was placed under a nitrogen atmosphere and then heated at 80° C. for 17 hours. After cooling to room temperature, the reaction was extracted with dichloromethane (70 mL) and washed with... Reactants: C1(=CC=CC=C1)C1=NN2C(C=C(C=C2N)C2=CC=NC=C2)=N1 (2-phenyl-7-pyridin-4-yl-[1,2,4]triazolo[1,5-a]pyridin-5-ylamine), [OH-].[K+] (potassiumhydroxide), C([O-])(O)=O.[Na+] (sodiumbicarbonate), C(C1=CC=CC=C1)Br (benzylbromide). Run in CS(=O)C (dimethylsulfoxide). Reaction conditions: time 70 hour. Yields the product C(C1=CC=CC=C1)N(C1=CC(=CC=2N1N=C(N2)C2=CC=CC=C2)C2=CC=NC=C2)CC2=CC=CC=C2 (dibenzyl-(2-phenyl-7-pyridin-4-yl-[1,2,4]triazolo[1,5-a]pyridin-5-yl)-amine). Yield: 73.3%. As a reaction SMILES: [C:1]1([C:7]2[N:22]=[C:10]3[CH:11]=[C:12]([C:16]4[CH:21]=[CH:20][N:19]=[CH:18][CH:17]=4)[CH:13]=[C:14]([NH2:15])[N:9]3[N:8]=2)[CH:6]=[CH:5][CH:4]=[CH:3][CH:2]=1.[OH-].[K+].[CH2:25](Br)[C:26]1[CH:31]=[CH:30][CH:29]=[CH:28][CH:27]=1.C(=O)(O)[O-].[Na+]>CS(C)=O>[CH2:25]([N:15]([CH2:7][C:1]1[CH:6]=[CH:5][CH:4]=[CH:3][CH:2]=1)[C:14]1[N:9]2[N:8]=[C:7]([C:1]3[CH:2]=[CH:3][CH:4]=[CH:5][CH:6]=3)[N:22]=[C:10]2[CH:11]=[C:12]([C:16]2[CH:21]=[CH:20][N:19]=[CH:18][CH:17]=2)[CH:13]=1)[C:26]1[CH:31]=[CH:30][CH:29]=[CH:28][CH:27]=1 |f:1.2,4.5|. Reported procedure: A solution of 0.20 g (0.0007 mol) 2-phenyl-7-pyridin-4-yl-[1,2,4]triazolo[1,5-a]pyridin-5-ylamine in 17.5 ml dimethylsulfoxide was treated with 0.69 g (0.01 mol) potassiumhydroxide(85%) for 20 minutes at room temperature. Then 0.26 g (0.0015 mol) benzylbromide were added and stirring was continued for 70 hours. Saturated aqueous sodiumbicarbonate was added and the mixture was extracted with chloroform. Evaporation of the solvent and chromatography on silicagel with dichloromethane/methanol 98/2 ... Reactants: COC1=C(C(=O)OC)C=C(C(=C1)N)Cl (methyl 2-methoxy-4-amino-5-chlorobenzoate), Cl.N1(CCCCC1)CCCCC(=O)O (5-(piperdin-1-yl)valeric acid hydrochloride), N1(CCCCC1)CCCCC(=O)O (5-piperdin-1-ylvaleric acid), COC1=C(C(=O)OC)C=C(C(=C1)N)Cl (methyl 2-methoxy-4-amino-5-chlorobenzoate), Cl[Si](C)(C)C (chlorotrimethylsilane). Run in C1CCOC1 (THF), C[Si](C)(C)[N-][Si](C)(C)C.[Li+] (lithium bis(trimethylsilyl)amide), C[Si](C)(C)[N-][Si](C)(C)C.[Li+] (lithium bis(trimethylsilyl)amide), C1CCOC1 (THF), C1CCOC1 (THF), C1CCOC1 (THF), C[Si](C)(C)[N-][Si](C)(C)C.[Li+] (lithium bis(trimethylsilyl)amide). Reaction conditions: time 1 hour. Yields the product Cl.NC1=CC(=C(C=C1Cl)C(CCCCN1CCCCC1)=O)OC (1-(4-amino-5-chloro-2-methoxyphenyl)-5-piperidin-1-ylpentan-1-one hydrochloride). Isolated yield 160.0%. Reaction SMILES: Cl.[N:2]1([CH2:8][CH2:9][CH2:10][CH2:11][C:12]([OH:14])=O)[CH2:7][CH2:6][CH2:5][CH2:4][CH2:3]1.[CH3:15][O:16][C:17]1[CH:26]=[C:25]([NH2:27])[C:24]([Cl:28])=[CH:23][C:18]=1C(OC)=O.Cl[Si](C)(C)C.N1(CCCCC(O)=O)CCCCC1>C1COCC1.C[Si]([N-][Si](C)(C)C)(C)C.[Li+]>[ClH:28].[NH2:27][C:25]1[C:24]([Cl:28])=[CH:23][C:18]([C:12](=[O:14])[CH2:11][CH2:10][CH2:9][CH2:8][N:2]2[CH2:3][CH2:4][CH2:5][CH2:6][CH2:7]2)=[C:17]([O:16][CH3:15])[CH:26]=1 |f:0.1,6.7,8.9|. Reported procedure: A suspension of 5-(piperdin-1-yl)valeric acid hydrochloride (6.6 g, 30 mmol) in 100 mL of THF was cooled in an ice bath and 100 mL of 1N lithium bis(trimethylsilyl)amide in THF was added. The ice bath was removed and the resulting solution was stirred at room temperature for 1 hour. A mixture of methyl 2-methoxy-4-amino-5-chlorobenzoate (2.15 g, 10 mmol) and chlorotrimethylsilane (2.5 mL, 20 mmol) in 25 mL of THF was cooled in an ice bath and 20 mL of lN lithium bis(trimethylsilyl)amide in THF w... Reactants: C1(=CC=CC=C1)P(C1=CC=CC=C1)C1=CC=CC=C1 (triphenylphosphine), C(Br)(Br)(Br)Br (carbon tetrabromide), O=C1CCN(CC1)C(=O)OC(C)(C)C (tert-butyl 4-oxopiperidine-1-carboxylate). Solvent: ClCCl (dichloromethane), C(Cl)Cl (CH2Cl2). Run at time 30 minute. Yields the product BrC(=C1CCN(CC1)C(=O)OC(C)(C)C)Br (tert-Butyl 4-(dibromomethylene)piperidine-1-carboxylate). Yield: 120.2%. As a reaction SMILES: C1(P(C2C=CC=CC=2)C2C=CC=CC=2)C=CC=CC=1.[C:20]([Br:24])(Br)(Br)[Br:21].O=[C:26]1[CH2:31][CH2:30][N:29]([C:32]([O:34][C:35]([CH3:38])([CH3:37])[CH3:36])=[O:33])[CH2:28][CH2:27]1>ClCCl>[Br:21][C:20]([Br:24])=[C:26]1[CH2:31][CH2:30][N:29]([C:32]([O:34][C:35]([CH3:38])([CH3:37])[CH3:36])=[O:33])[CH2:28][CH2:27]1. Procedure details: To a stirred solution of triphenylphosphine (155.6 g, 0.59 mol) in dry dichloromethane (870 mL) at 0° C. was added carbon tetrabromide (100.86 g, 0.304 mol) portionwise. The mixture was stirred at RT for 30 min and then cooled to −78° C. A solution of tert-butyl 4-oxopiperidine-1-carboxylate (30 g, 0.15 mol) in CH2Cl2 (90 mL) was added dropwise and the reaction was stirred at −78° C. for 30 min and then at RT overnight. The mixture was filtered and the filtrate was evaporated to dryness. Diethyl... Starting materials: OO (H2O2), C1(=CC=CC=C1)C=1N(C=CN1)C1=NC(=NC=C1)NC=1C=NC=CC1 (4-(2-Phenyl-1H-imidazol-1-yl)-N-pyridin-3-ylpyrimidin-2-amine), OO (H2O2). Run in C(Cl)Cl (CH2Cl2). Product: [O-][N+]1=CC(=CC=C1)NC1=NC=CC(=N1)N1C(=NC=C1)C1=CC=CC=C1 (N-(1-Oxidopyridin-3-yl)-4-(2-phenyl-1H-imidazol-1-yl)pyrimidin-2-amine). RXN SMILES: [C:1]1([C:7]2[N:8]([C:12]3[CH:17]=[CH:16][N:15]=[C:14]([NH:18][C:19]4[CH:20]=[N:21][CH:22]=[CH:23][CH:24]=4)[N:13]=3)[CH:9]=[CH:10][N:11]=2)[CH:6]=[CH:5][CH:4]=[CH:3][CH:2]=1.[OH:25]O>C(Cl)Cl>[O-:25][N+:21]1[CH:22]=[CH:23][CH:24]=[C:19]([NH:18][C:14]2[N:13]=[C:12]([N:8]3[CH:9]=[CH:10][N:11]=[C:7]3[C:1]3[CH:2]=[CH:3][CH:4]=[CH:5][CH:6]=3)[CH:17]=[CH:16][N:15]=2)[CH:20]=1. Procedure details: To a solution of 4-(2-phenyl-1H-imidazol-1-yl)-N-pyridin-3-ylpyrimidin-2-amine (3-3, 0.17 mmol) in CH2Cl2 (1 mL) was added MeReO3 (1 mg) then 30% H2O2 (0.05 mL) with vigorous stirring at room temperature. After 18 hrours additional MeReO3 (1 mg) and 30% H2O2 (0.05 mL) were added. After 18 hours the mixture was concentrated. Purification by reverse phase HPLC (5-100% CH3CN/H2O+0.1% TFA) gave the title compound as a tan solid after trituration with Et2O. 1H-NMR (500 MHz, d6-DMSO) δ 10.38 (s, 1H), ... The reactants are Brc1ccc(CN2CCNC(c3ccccc3)C2)cc1, CCO, Cc1ccccc1, OB(O)c1ccccc1C(F)(F)F, [Na+], [Na+], O=C([O-])[O-], c1ccc(P(c2ccccc2)(c2ccccc2)[Pd](P(c2ccccc2)(c2ccccc2)c2ccccc2)(P(c2ccccc2)(c2ccccc2)c2ccccc2)P(c2ccccc2)(c2ccccc2)c2ccccc2)cc1. The product is FC(F)(F)c1ccccc1-c1ccc(CN2CCNC(c3ccccc3)C2)cc1. As a reaction SMILES: [Br:1][c:2]1[cH:3][cH:4][c:5]([CH2:6][N:7]2[CH2:8][CH:9]([c:13]3[cH:14][cH:15][cH:16][cH:17][cH:18]3)[NH:10][CH2:11][CH2:12]2)[cH:19][cH:20]1.[CH3:124][CH2:125][OH:126].[CH3:40][c:41]1[cH:42][cH:43][cH:44][cH:45][cH:46]1.[F:21][C:22]([c:23]1[c:24]([B:29]([OH:30])[OH:31])[cH:25][cH:26][cH:27][cH:28]1)([F:32])[F:33].[Na+:34].[Na+:35].[O-:36][C:37](=[O:38])[O-:39].[cH:47]1[cH:48][cH:49][c:50]([P:51]([Pd:52]([P:53]([c:54]2[cH:55][cH:56][cH:57][cH:58][cH:59]2)([c:60]2[cH:61][cH:62][cH:63][cH:64][cH:65]2)[c:66]2[cH:67][cH:68][cH:69][cH:70][cH:71]2)([P:72]([c:73]2[cH:74][cH:75][cH:76][cH:77][cH:78]2)([c:79]2[cH:80][cH:81][cH:82][cH:83][cH:84]2)[c:85]2[cH:86][cH:87][cH:88][cH:89][cH:90]2)[P:91]([c:92]2[cH:93][cH:94][cH:95][cH:96][cH:97]2)([c:98]2[cH:99][cH:100][cH:101][cH:102][cH:103]2)[c:104]2[cH:105][cH:106][cH:107][cH:108][cH:109]2)([c:110]2[cH:111][cH:112][cH:113][cH:114][cH:115]2)[c:116]2[cH:117][cH:118][cH:119][cH:120][cH:121]2)[cH:122][cH:123]1>>[c:2]1(-[c:24]2[c:23]([C:22]([F:21])([F:32])[F:33])[cH:28][cH:27][cH:26][cH:25]2)[cH:3][cH:4][c:5]([CH2:6][N:7]2[CH2:8][CH:9]([c:13]3[cH:14][cH:15][cH:16][cH:17][cH:18]3)[NH:10][CH2:11][CH2:12]2)[cH:19][cH:20]1.